This data is from the Open Reaction Database (ORD), a public repository of structured organic reaction records. The task is: describe an organic reaction: reactants, conditions, products, and yield The reactants are COC1=NC2=CC=CC=C2C=C1NC(OC1=CC=CC=C1)=O (Phenyl N-(2-methoxyquinolin-3-yl)carbamate), C1(CC1)COC=1C=C(C=CC1)N1CCNCC1 (1-(3-cyclopropylmethoxyphenyl)piperazine). The product is COC1=NC2=CC=CC=C2C=C1NC(=O)N1CCN(CC1)C1=CC(=CC=C1)OCC1CC1 (1-[(2-Methoxyquinolin-3-yl)aminocarbonyl]-4-(3-cyclopropylmethoxyphenyl)piperazine). Yield: 90.0%. RXN SMILES: [CH3:1][O:2][C:3]1[C:12]([NH:13][C:14](=[O:22])OC2C=CC=CC=2)=[CH:11][C:10]2[C:5](=[CH:6][CH:7]=[CH:8][CH:9]=2)[N:4]=1.[CH:23]1([CH2:26][O:27][C:28]2[CH:29]=[C:30]([N:34]3[CH2:39][CH2:38][NH:37][CH2:36][CH2:35]3)[CH:31]=[CH:32][CH:33]=2)[CH2:25][CH2:24]1>>[CH3:1][O:2][C:3]1[C:12]([NH:13][C:14]([N:37]2[CH2:36][CH2:35][N:34]([C:30]3[CH:31]=[CH:32][CH:33]=[C:28]([O:27][CH2:26][CH:23]4[CH2:24][CH2:25]4)[CH:29]=3)[CH2:39][CH2:38]2)=[O:22])=[CH:11][C:10]2[C:5](=[CH:6][CH:7]=[CH:8][CH:9]=2)[N:4]=1. Procedure: Phenyl N-(2-methoxyquinolin-3-yl)carbamate and 1-(3-cyclopropylmethoxyphenyl)piperazine were reacted by the same way with the example 81 to obtain the titled compound. Reactants: O1COC2=C1C=CC(=C2)CC(CN2CCN(CC2)CC(=O)NC2=C(C=CC=C2C)C)O (2-[4-(3-Benzo[1,3]dioxol-5-yl-2-hydroxy-propyl)-piperazin-1-yl]-N-(2,6-dimethyl-phenyl)-acetamide), C1(=CC=CC=C1)CC=C (3-phenyl-1-propene), C1OC=2C=C(C=CC2O1)CC=C (3-(3,4-methylendioxyphenyl)-1-propene). Yields the product CC1=C(C(=CC=C1)C)NC(CN1CCN(CC1)CC(CC1=CC=CC=C1)O)=O (N-(2,6-dimethylphenyl)-2-{4-[2-hydroxy-3-phenylpropyl]piperazinyl}acetamide). Reaction SMILES: O1[C:5]2[CH:6]=[CH:7][C:8]([CH2:10][CH:11]([OH:31])[CH2:12][N:13]3[CH2:18][CH2:17][N:16]([CH2:19][C:20]([NH:22][C:23]4[C:28]([CH3:29])=[CH:27][CH:26]=[CH:25][C:24]=4[CH3:30])=[O:21])[CH2:15][CH2:14]3)=[CH:9][C:4]=2OC1.C1(CC=C)C=CC=CC=1.C1OC2C=CC(CC=C)=CC=2O1>>[CH3:30][C:24]1[CH:25]=[CH:26][CH:27]=[C:28]([CH3:29])[C:23]=1[NH:22][C:20](=[O:21])[CH2:19][N:16]1[CH2:17][CH2:18][N:13]([CH2:12][CH:11]([OH:31])[CH2:10][C:8]2[CH:9]=[CH:4][CH:5]=[CH:6][CH:7]=2)[CH2:14][CH2:15]1. Procedure: 2-[4-(3-(2H-benzo[d]1,3-dioxolen-5-yl)-2-hydroxypropyl)piperazinyl]-N-(2,6-dimethylphenyl)acetamide (7) To a solution of compound 5 (0.4 g, 1.64 mmol) in ethanol (100 mL) was added compound 6 (0.38 g, 2.14 mmol) in 10 mL EtOH. The reaction mixture was refluxed for 24 h. The mixture was concentrated in vacuo, and the residue was purified by using Prep. TLC (10:1 dichloromethane:methanol) to afford compound 7:Mass spectrum (MH+1)=426.34. N-(2,6-dimethylphenyl)-2-[4-(2-hydroxy-4-phenylbutyl)piperaz... Reaction SMILES: Cl[C:2]1[C:7]([F:8])=[C:6]([CH:9]=[N:10]O)[CH:5]=[CH:4][N:3]=1>C(O)(=O)C.[Zn]>[F:8][C:7]1[CH:2]=[N:3][CH:4]=[CH:5][C:6]=1[CH2:9][NH2:10]. Conditions: time 2 hour. The product is FC=1C=NC=CC1CN (C-(3-Fluoro-pyridin-4-yl)-methylamine). The reagents and catalysts are [Zn] (Zinc). Solvent: C(C)(=O)O (acetic acid). Reactants: ClC1=NC=CC(=C1F)C=NO (2-chloro-3-fluoro-pyridine-4-carbaldehyde oxime). Procedure: Zinc dust (2.52 g, 38.6 mmol) was added at RT to a solution of 2-chloro-3-fluoro-pyridine-4-carbaldehyde oxime (1.34 g, 6.29 mmol) in acetic acid (30 mL). The reaction mixture was stirred at RT for 2 h, then concentrated in vacuo. The colored oily residue was partitioned between CH2Cl2 and 1N HCl. The layers were separated and the aqueous phase was extracted twice with CH2Cl2. The pH of the aqueous layer was then adjusted to pH=9 with 1N NaOH, and the resulting white suspension was extracted rep... The reactants are N(=NC(=O)N(C)C)C(=O)N(C)C (1,1′-azobis(N,N-dimethylformamide)), C1(=CC=CC=C1)O (phenol), C1(=CC=CC=C1)CCCCO (4-phenylbutan-1-ol), C(CCC)P(CCCC)CCCC (tri-n-butylphosphine). Solvent: ClCCl (dichloromethane), O1CCCC1 (tetrahydrofuran). Reaction conditions: time 5 hour. The product is C1(=CC=CC=C1)OC1=CC=CC=C1 (phenyl ether). Yield: 139.9%. RXN SMILES: [C:1]1([OH:7])[CH:6]=[CH:5][CH:4]=[CH:3][CH:2]=1.[C:8]1(CCCCO)[CH:13]=[CH:12][CH:11]=[CH:10][CH:9]=1.C(P(CCCC)CCCC)CCC.N(C(N(C)C)=O)=NC(N(C)C)=O>ClCCl.O1CCCC1>[C:1]1([O:7][C:8]2[CH:13]=[CH:12][CH:11]=[CH:10][CH:9]=2)[CH:6]=[CH:5][CH:4]=[CH:3][CH:2]=1. Procedure: To the phenol resin (100 mg), 4-phenylbutan-1-ol (0.42 mmol) was added at room temperature, followed by the addition of dry tetrahydrofuran (0.4 mL) and dichloromethane (0.4 mL). At room temperature, tri-n-butylphosphine (0.42 mmol) was added dropwise thereto and further 1,1′-azobis(N,N-dimethylformamide) (0.42 mmol) was added. The mixture was shaken at room temperature for 5 hours. The resin was taken up by filtration, washed with a mixed solvent (dichloromethane:tetrahydrofuran=1:1) 4 times an... Procedure: 0.7 g (2.7 mmol) of 2,3,4,4-tetrachloro-bicyclo[3.2.2]nona-2,6-diene (known from U.S. Pat. No. 3,538,117) is heated in a mixture of 1 ml of trifluoroacetic acid, 4 ml of acetic acid and 1 ml of water for 18 hours at a temperature of 70° C. The cooled reaction solution is then taken up in diethyl ether and extracted first with water and then with saturated sodium chloride solution. After chromatographic purification (ethyl acetate/hexane 1:4), 0.33 g of 3-chloro-bicyclo-[3.2.2]non-6-ene-2,4-dione... Starting materials: C(C)(=O)O (acetic acid), O (water), ClC=1C2C=CC(C(C1Cl)(Cl)Cl)CC2 (2,3,4,4-tetrachloro-bicyclo[3.2.2]nona-2,6-diene). Solvent: FC(C(=O)O)(F)F (trifluoroacetic acid), C(C)OCC (diethyl ether). The product is ClC1C(C2C=CC(C1=O)CC2)=O (3-chloro-bicyclo-[3.2.2]non-6-ene-2,4-dione). As a reaction SMILES: Cl[C:2]1[CH:3]2[CH2:13][CH2:12][CH:6]([C:7](Cl)(Cl)[C:8]=1[Cl:9])[CH:5]=[CH:4]2.C(O)(=[O:16])C.[OH2:18]>FC(F)(F)C(O)=O.C(OCC)C>[Cl:9][CH:8]1[C:7](=[O:18])[CH:6]2[CH2:12][CH2:13][CH:3]([CH:4]=[CH:5]2)[C:2]1=[O:16]. The reactants are S1C(=CC2=C1C=CC=C2)C(=O)NCC#CC2=CC=C(C(=O)OC)C=C2 (methyl 4-[3-(benzothiophen-2-ylcarbonylamino)prop-1-ynyl]-benzoate), NO (hydroxylamine), Cl (HCl), [OH-].[Na+] (NaOH). Run in C1CCOC1.CO (THF methanol). Conditions: time 14 hour. The product is ONC(C1=CC=C(C=C1)C#CCNC(=O)C=1SC2=C(C1)C=CC=C2)=O (N-hydroxy-4-[3-(benzothiophen-2-ylcarbonylamino)prop-1-ynyl]-benzamide). RXN SMILES: [S:1]1[C:5]2[CH:6]=[CH:7][CH:8]=[CH:9][C:4]=2[CH:3]=[C:2]1[C:10]([NH:12][CH2:13][C:14]#[C:15][C:16]1[CH:25]=[CH:24][C:19]([C:20](OC)=[O:21])=[CH:18][CH:17]=1)=[O:11].[NH2:26][OH:27].[OH-].[Na+].Cl>C1COCC1.CO>[OH:27][NH:26][C:20](=[O:21])[C:19]1[CH:24]=[CH:25][C:16]([C:15]#[C:14][CH2:13][NH:12][C:10]([C:2]2[S:1][C:5]3[CH:6]=[CH:7][CH:8]=[CH:9][C:4]=3[CH:3]=2)=[O:11])=[CH:17][CH:18]=1 |f:2.3,5.6|. Procedure details: To a solution of methyl 4-[3-(benzothiophen-2-ylcarbonylamino)prop-1-ynyl]-benzoate (0.5 mmol) in THF/methanol (10 ml/10 ml) was added 50 wt. % aqueous hydroxylamine (3 ml) followed by 1M aqueous NaOH (1 ml) adjusting the pH to 10-11. The reaction mixture was stirred for ˜14 h, neutralized to pH=7-8 with 6M aqueous HCl, and concentrated in vacuo. The precipitate was collected and purified by HPLC providing the title compound as a white solid. Product: C(C)OC1=C(CNCC=2C=C(C=CC2)SC=2C=C3C=C(C(=NC3=CC2F)N)CC2CCOCC2)C=CC=C1 (6-{3-[(2-Ethoxy-benzylamino)-methyl]-phenylsulfanyl}-7-fluoro-3-(tetrahydro-pyran-4-ylmethyl)-quinolin-2-ylamine). RXN SMILES: [NH2:1][C:2]1[C:11]([CH2:12][CH:13]2[CH2:18][CH2:17][O:16][CH2:15][CH2:14]2)=[CH:10][C:9]2[C:4](=[CH:5][C:6]([F:28])=[C:7]([S:19][C:20]3[CH:21]=[C:22]([CH:25]=[CH:26][CH:27]=3)[CH:23]=O)[CH:8]=2)[N:3]=1.[CH2:29]([O:31][C:32]1[CH:39]=[CH:38][CH:37]=[CH:36][C:33]=1[CH2:34][NH2:35])[CH3:30].[BH4-].[Na+].[OH-].[Na+]>CO>[CH2:29]([O:31][C:32]1[CH:39]=[CH:38][CH:37]=[CH:36][C:33]=1[CH2:34][NH:35][CH2:23][C:22]1[CH:21]=[C:20]([S:19][C:7]2[CH:8]=[C:9]3[C:4](=[CH:5][C:6]=2[F:28])[N:3]=[C:2]([NH2:1])[C:11]([CH2:12][CH:13]2[CH2:18][CH2:17][O:16][CH2:15][CH2:14]2)=[CH:10]3)[CH:27]=[CH:26][CH:25]=1)[CH3:30] |f:2.3,4.5|. Procedure: 3-[2-Amino-7-fluoro-3-(tetrahydro-pyran-4-ylmethyl)-quinolin-6-ylsulfanyl]-benzaldehyde (40 mg, 0.1 mmol) was dissolved in methanol (1 mL), and then 2-ethoxybenzyl amine (60 μL, 0.38 mmol) was added. The resulting mixture was subjected to μW @ 300W, 130° C. for 12 min. NaBH4 (50 mg, 1.3 mmol) was then added portionwise over 1.5 h. The solvent was removed to yield a residue, to which was added 0.1 N NaOH (5 mL). The resulting mixture was extracted with chloroform (3×). The organic layers were com... Solvent: CO (methanol). Reactants: [BH4-].[Na+] (NaBH4), NC1=NC2=CC(=C(C=C2C=C1CC1CCOCC1)SC=1C=C(C=O)C=CC1)F (3-[2-Amino-7-fluoro-3-(tetrahydro-pyran-4-ylmethyl)-quinolin-6-ylsulfanyl]-benzaldehyde), C(C)OC1=C(CN)C=CC=C1 (2-ethoxybenzyl amine), 300W, [OH-].[Na+] (NaOH).